From a dataset of the Open Reaction Database (ORD), a public repository of structured organic reaction records. describe an organic reaction: reactants, conditions, products, and yield Reactants: C1=C(C=CC=C1O)C (m-cresol), C1=CC(=CC=C1O)C (p-cresol), O.O.C(C(=O)O)(=O)O (oxalic acid dihydrate), C=O (formaldehyde), resin. Run in C(C(C)C)C(=O)C (methyl isobutyl ketone), CCCCCCC (n-heptane), C(C)(=O)OC(COC)C (propylene glycol methyl ether acetate), C(C(C)C)C(=O)C (methyl isobutyl ketone), C(C)(=O)O (acetic acid), C(C(C)C)C(=O)C (methyl isobutyl ketone). Run at temperature 80 celsius, time 12 hour. The product is C1=C(C=CC=C1O)C.C1=CC(=CC=C1O)C (m-cresol p-cresol). Reaction SMILES: [CH:1]1[C:6]([OH:7])=[CH:5][CH:4]=[CH:3][C:2]=1[CH3:8].[CH:9]1[C:14]([OH:15])=[CH:13][CH:12]=[C:11]([CH3:16])[CH:10]=1.O.O.C(O)(=O)C(O)=O.C=O>C(C(C)=O)C(C)C.C(OC(C)COC)(=O)C.CCCCCCC.C(O)(=O)C>[CH:1]1[C:6]([OH:7])=[CH:5][CH:4]=[CH:3][C:2]=1[CH3:8].[CH:13]1[C:14]([OH:15])=[CH:9][CH:10]=[C:11]([CH3:16])[CH:12]=1 |f:2.3.4,10.11|. Reported procedure: Into a 1 L four-necked flask equipped with a reflux tube, stirring apparatus and thermometer were charged 87.3 g of m-cresol, 131.0 g of p-cresol, 6.1 g of oxalic acid dihydrate, 59.3 g of 90% acetic acid and 203 g of methyl isobutyl ketone and the mixture was heated up to 80° C. Into this was dropped 94.2 g of a 37% formaldehyde aqueous solution over 1 hour. Thereafter, the mixture was heated up to reflux temperature and kept at the same temperature for 12 hours. The resulted reaction solution ... The reactants are NC=1C(=NC(=C(C1)F)C1=C(C(=CC=C1F)OCC1=CC=CC=C1)F)C(=O)NC=1C=NC=CC1N1C[C@H](CCC1)N (3-amino-N-(4-((S)-3-aminopiperidin-1-yl)pyridin-3-yl)-6-(3-(benzyloxy)-2,6-difluorophenyl)-5-fluoropicolinamide). Reagents/catalysts: [Pd] (Pd/C). The solvent is CO (methanol). The product is NC=1C(=NC(=C(C1)F)C1=C(C(=CC=C1F)O)F)C(=O)NC=1C=NC=CC1N1C[C@H](CCC1)N (3-amino-N-(4-((S)-3-aminopiperidin-1-yl)pyridin-3-yl)-6-(2,6-difluoro-3-hydroxyphenyl)-5-fluoropicolinamide). Reaction SMILES: [NH2:1][C:2]1[C:3]([C:25]([NH:27][C:28]2[CH:29]=[N:30][CH:31]=[CH:32][C:33]=2[N:34]2[CH2:39][CH2:38][CH2:37][C@H:36]([NH2:40])[CH2:35]2)=[O:26])=[N:4][C:5]([C:9]2[C:14]([F:15])=[CH:13][CH:12]=[C:11]([O:16]CC3C=CC=CC=3)[C:10]=2[F:24])=[C:6]([F:8])[CH:7]=1>CO.[Pd]>[NH2:1][C:2]1[C:3]([C:25]([NH:27][C:28]2[CH:29]=[N:30][CH:31]=[CH:32][C:33]=2[N:34]2[CH2:39][CH2:38][CH2:37][C@H:36]([NH2:40])[CH2:35]2)=[O:26])=[N:4][C:5]([C:9]2[C:14]([F:15])=[CH:13][CH:12]=[C:11]([OH:16])[C:10]=2[F:24])=[C:6]([F:8])[CH:7]=1. Procedure: Method 2 of Example 49 was followed using 3-amino-N-(4-((S)-3-aminopiperidin-1-yl)pyridin-3-yl)-6-(3-(benzyloxy)-2,6-difluorophenyl)-5-fluoropicolinamide with 20 wt % Pd/C in methanol (0.1 M solution). The Boc protected product was purified by preparative HPLC. After volatile materials were removed, the crude material was stirred in 30% TFA in dichloromethane. After volatile materials were removed in vacuo, 3-amino-N-(4-((S)-3-aminopiperidin-1-yl)pyridin-3-yl)-6-(2,6-difluoro-3-hydroxyphenyl)-5-... Starting materials: ClC1=NC=NC(=N1)C1=NC(=NC=C1)Cl (2-chloro-4-(2-chloro-4-pyrimidinyl)-1,3,5-triazine), NC1CCOC1 (4-aminotetrahydrofuran), O1CCCC1 (tetrahydrofuran), ice, ClC1=NC=NC(=N1)C1=NC(=NC=C1)Cl (2-chloro-4-(2-chloro-4-pyrimidinyl)-1,3,5-triazine). Run at time 8 hour. Yields the product ClC1=NC=CC(=N1)C1=NC(=NC=N1)NC1CCOCC1 (4-(2-chloro-4-pyrimidinyl)-N-(tetrahydro-2H-pyran-4-yl)-1,3,5-triazin-2-amine). RXN SMILES: Cl[C:2]1[N:7]=[C:6]([C:8]2[CH:13]=[CH:12][N:11]=[C:10]([Cl:14])[N:9]=2)[N:5]=[CH:4][N:3]=1.[NH2:15][CH:16]1[CH2:20][O:19][CH2:18][CH2:17]1.O1CCC[CH2:22]1>>[Cl:14][C:10]1[N:9]=[C:8]([C:6]2[N:5]=[CH:4][N:3]=[C:2]([NH:15][CH:16]3[CH2:17][CH2:18][O:19][CH2:22][CH2:20]3)[N:7]=2)[CH:13]=[CH:12][N:11]=1. Reported procedure: To an ice-cooled solution of 2-chloro-4-(2-chloro-4-pyrimidinyl)-1,3,5-triazine (i.e., the product of Example 1, Step B) (290 mg, 1.27 mmol) in tetrahydrofuran (20 mL) was added 4-aminotetrahydrofuran (284 mg, 2.8 mmol). The resulting mixture was stirred at room temperature overnight and then concentrated and purified using column chromatography on silica gel eluted with 60% ethyl acetate in hexanes to give 300 mg of the title compound as a white solid.